The task is: describe an organic reaction: reactants, conditions, products, and yield. This data is from the Open Reaction Database (ORD), a public repository of structured organic reaction records. Reactants: C([O-])([O-])=O.[K+].[K+] (potassium carbonate), CO (methanol), C(C)(=O)OCC(=O)N1C(CCC1)C=1C(=CC2=C(NC(=N2)C2=NC=CC=C2)C1)OC1=CC=C(C=C1)C1=C(C=CC=C1)F (2-(2-(5-((2′-Fluorobiphenyl-4-yl)oxy)-2-pyridin-2-yl-1H-benzimidazol-6-yl)pyrrolidin-1-yl)-2-oxoethyl acetate). Procedure: 10 mg of potassium carbonate was added to a methanol (0.5 ml) solution of 11 mg of 2-(2-(5-((2′-fluorobiphenyl-4-yl)oxy)-2-pyridin-2-yl-1H-benzimidazol-6-yl)pyrrolidin-1-yl)-2-oxoethyl acetate obtained in Example 513, and the reaction liquid was stirred at room temperature for 1 day. The reaction liquid was diluted with chloroform, washed with water and saturated saline in order, and dried with anhydrous sodium sulfate. The solvent was evaporated away under reduced pressure, and the resulting re... The product is FC1=C(C=CC=C1)C1=CC=C(C=C1)OC1=CC2=C(NC(=N2)C2=NC=CC=C2)C=C1C1N(CCC1)C(C=O)O (2-(5-((2′-Fluorobiphenyl-4-yl)oxy)-2-pyridin-2-yl-1H-benzimidazol-6-yl)pyrrolidin-1-yl-2-oxoethanol). Conditions: time 1 day. RXN SMILES: C(=O)([O-])[O-].[K+].[K+].CO.C([O:12][CH2:13][C:14]([N:16]1[CH2:20][CH2:19][CH2:18][CH:17]1[C:21]1[C:22]([O:36][C:37]2[CH:42]=[CH:41][C:40]([C:43]3[CH:48]=[CH:47][CH:46]=[CH:45][C:44]=3[F:49])=[CH:39][CH:38]=2)=[CH:23][C:24]2[N:28]=[C:27]([C:29]3[CH:34]=[CH:33][CH:32]=[CH:31][N:30]=3)[NH:26][C:25]=2[CH:35]=1)=[O:15])(=O)C>C(Cl)(Cl)Cl>[F:49][C:44]1[CH:45]=[CH:46][CH:47]=[CH:48][C:43]=1[C:40]1[CH:39]=[CH:38][C:37]([O:36][C:22]2[C:21]([CH:17]3[CH2:18][CH2:19][CH2:20][N:16]3[CH:14]([OH:15])[CH:13]=[O:12])=[CH:35][C:25]3[NH:26][C:27]([C:29]4[CH:34]=[CH:33][CH:32]=[CH:31][N:30]=4)=[N:28][C:24]=3[CH:23]=2)=[CH:42][CH:41]=1 |f:0.1.2|. The solvent is C(Cl)(Cl)Cl (chloroform).